From a dataset of the Open Reaction Database (ORD), a public repository of structured organic reaction records. describe an organic reaction: reactants, conditions, products, and yield The reactants are FC(C=1C=C(C=CC1)CCO)(F)F (2-(3-trifluoromethyl-phenyl)-ethanol), ICC(=O)OCC (ethyl iodoacetate), C(C)(C)(C)C1=NC(=CC=C1)C(C)(C)C (2,6-di-tert-butylpyridin). Reagents/catalysts: FC(S(=O)(=O)[O-])(F)F.[Ag+] (silver trifluoromethanesulfonate). The product is C(C)OC(COCCC1=CC(=CC=C1)C(F)(F)F)=O ([2-(3-trifluoromethyl-phenyl)-ethoxy]-acetic acid ethyl ester). RXN SMILES: [F:1][C:2]([F:13])([F:12])[C:3]1[CH:4]=[C:5]([CH2:9][CH2:10][OH:11])[CH:6]=[CH:7][CH:8]=1.I[CH2:15][C:16]([O:18][CH2:19][CH3:20])=[O:17].C(C1C=CC=C(C(C)(C)C)N=1)(C)(C)C>FC(F)(F)S([O-])(=O)=O.[Ag+]>[CH2:19]([O:18][C:16](=[O:17])[CH2:15][O:11][CH2:10][CH2:9][C:5]1[CH:6]=[CH:7][CH:8]=[C:3]([C:2]([F:12])([F:13])[F:1])[CH:4]=1)[CH3:20] |f:3.4|. Procedure details: In analogy to the procedure described in example 78.1, 2-(3-trifluoromethyl-phenyl)-ethanol was reacted with ethyl iodoacetate in the presence of silver trifluoromethanesulfonate and 2,6-di-tert-butylpyridin to give [2-(3-trifluoromethyl-phenyl)-ethoxy]-acetic acid ethyl ester as colorless liquid. MS: m/e=277.2 [M+H+].